Task: describe an organic reaction: reactants, conditions, products, and yield. Dataset: the Open Reaction Database (ORD), a public repository of structured organic reaction records Starting materials: [Br-], COc1ccc(-c2cc(=O)c3ccc(OCC4CO4)cc3o2)cc1OC, CO, [K+], c1ccc(N2CCNCC2)cc1. The product is COc1ccc(-c2cc(=O)c3ccc(OCC(O)CN4CCN(c5ccccc5)CC4)cc3o2)cc1OC. As a reaction SMILES: [Br-:39].[CH3:1][O:2][c:3]1[cH:4][c:5](-[c:6]2[o:7][c:8]3[cH:9][c:10]([O:17][CH2:18][CH:19]4[CH2:20][O:21]4)[cH:11][cH:12][c:13]3[c:14](=[O:16])[cH:15]2)[cH:22][cH:23][c:24]1[O:25][CH3:26].[CH3:41][OH:42].[K+:40].[c:27]1([N:33]2[CH2:34][CH2:35][NH:36][CH2:37][CH2:38]2)[cH:28][cH:29][cH:30][cH:31][cH:32]1>>[CH3:1][O:2][c:3]1[cH:4][c:5](-[c:6]2[o:7][c:8]3[cH:9][c:10]([O:17][CH2:18][CH:19]([CH2:20][N:36]4[CH2:35][CH2:34][N:33]([c:27]5[cH:28][cH:29][cH:30][cH:31][cH:32]5)[CH2:38][CH2:37]4)[OH:21])[cH:11][cH:12][c:13]3[c:14](=[O:16])[cH:15]2)[cH:22][cH:23][c:24]1[O:25][CH3:26]. The reactants are C(C1=CC=CC=C1)N1CC(C(CC1)O)CCC (1-benzyl-4-hydroxy-3-n-propylpiperidine). Reagents/catalysts: [OH-].[Pd+2].[OH-] (palladium hydroxide). The solvent is CO (methanol), [H][H] (hydrogen). Yields the product OC1C(CNCC1)CCC (4-hydroxy-3-n-propylpiperidine). As a reaction SMILES: C([N:8]1[CH2:13][CH2:12][CH:11]([OH:14])[CH:10]([CH2:15][CH2:16][CH3:17])[CH2:9]1)C1C=CC=CC=1>CO.[H][H].[OH-].[Pd+2].[OH-]>[OH:14][CH:11]1[CH2:12][CH2:13][NH:8][CH2:9][CH:10]1[CH2:15][CH2:16][CH3:17] |f:3.4.5|. Procedure: A mixture of 1-benzyl-4-hydroxy-3-n-propylpiperidine (3.3 g, 14.16 mmole) and 20% palladium hydroxide (0.25 g) in methanol (25 ml) was stirred in hydrogen atmosphere (1 atm.) for 24 hr at 30° C. Catalyst was filtered off, washed with methanol, filtrate was concentrated to dryness to give 4-hydroxy-3-n-propylpiperidine as oil. Yield 1.8 g (90%), C8H17NO, m/z 144 (M+1), PMR (CDCl3): 0.92 (3H, t, CH3, j=8 Hz), 1.2-1.52 (5H, m, 2×CH2 & H3), 1.72 (1H, m, H5), 1.94 (2H, m, H5, & OH, D2O exchangeable),... The reactants are Cc1ccc2nc(C)cc(C)c2c1, O=[Se]=O. The product is Cc1ccc2nc(C=O)cc(C)c2c1. RXN SMILES: [CH3:1][c:2]1[n:3][c:4]2[cH:5][cH:6][c:7]([CH3:13])[cH:8][c:9]2[c:10]([CH3:12])[cH:11]1.[Se:14](=[O:15])=[O:16]>>[CH:1]([c:2]1[n:3][c:4]2[cH:5][cH:6][c:7]([CH3:13])[cH:8][c:9]2[c:10]([CH3:12])[cH:11]1)=[O:15]. Starting materials: CS(=O)(=O)c1cc(F)c2c(c1)OC(CBr)OC2, CCCNCCC, CCO. Yields the product CCCN(CCC)CC1OCc2c(F)cc(S(C)(=O)=O)cc2O1. RXN SMILES: [Br:1][CH2:2][CH:3]1[O:4][CH2:5][c:6]2[c:7]([cH:9][c:10]([S:14](=[O:15])(=[O:16])[CH3:17])[cH:11][c:12]2[F:13])[O:8]1.[CH2:18]([CH2:19][CH3:20])[NH:21][CH2:22][CH2:23][CH3:24].[CH3:25][CH2:26][OH:27]>>[CH2:2]([CH:3]1[O:4][CH2:5][c:6]2[c:7]([cH:9][c:10]([S:14](=[O:15])(=[O:16])[CH3:17])[cH:11][c:12]2[F:13])[O:8]1)[N:21]([CH2:18][CH2:19][CH3:20])[CH2:22][CH2:23][CH3:24]. Reactants: C1CCOC1, CC(C)OC(=O)N=NC(=O)OC(C)C, COc1ccc(S(=O)(=O)C(CCCCc2ccccc2)C(CCO)C(=O)OC(C)(C)C)cc1, Oc1ccccc1, c1ccc(P(c2ccccc2)c2ccccc2)cc1. Product: COc1ccc(S(=O)(=O)C(CCCCc2ccccc2)C(CCOc2ccccc2)C(=O)OC(C)(C)C)cc1. Reaction SMILES: [CH2:74]1[O:75][CH2:76][CH2:77][CH2:78]1.[O:60]=[C:61]([O:62][CH:63]([CH3:64])[CH3:65])[N:66]=[N:67][C:68]([O:69][CH:70]([CH3:71])[CH3:72])=[O:73].[OH:1][CH2:2][CH2:3][CH:4]([C:5](=[O:6])[O:7][C:8]([CH3:9])([CH3:10])[CH3:11])[CH:12]([CH2:13][CH2:14][CH2:15][CH2:16][c:17]1[cH:18][cH:19][cH:20][cH:21][cH:22]1)[S:23](=[O:24])(=[O:25])[c:26]1[cH:27][cH:28][c:29]([O:32][CH3:33])[cH:30][cH:31]1.[OH:34][c:35]1[cH:36][cH:37][cH:38][cH:39][cH:40]1.[c:41]1([P:42]([c:43]2[cH:44][cH:45][cH:46][cH:47][cH:48]2)[c:49]2[cH:50][cH:51][cH:52][cH:53][cH:54]2)[cH:55][cH:56][cH:57][cH:58][cH:59]1>>[O:1]([CH2:2][CH2:3][CH:4]([C:5](=[O:6])[O:7][C:8]([CH3:9])([CH3:10])[CH3:11])[CH:12]([CH2:13][CH2:14][CH2:15][CH2:16][c:17]1[cH:18][cH:19][cH:20][cH:21][cH:22]1)[S:23](=[O:24])(=[O:25])[c:26]1[cH:27][cH:28][c:29]([O:32][CH3:33])[cH:30][cH:31]1)[c:35]1[cH:36][cH:37][cH:38][cH:39][cH:40]1.